describe an organic reaction: reactants, conditions, products, and yield From a dataset of the Open Reaction Database (ORD), a public repository of structured organic reaction records. The reactants are CCOC(=O)CC(CCCCCCCNc1ncccn1)c1cnc(C)nc1, C1COCCO1, Cl, [Na+], [OH-]. The product is Cc1ncc(C(CCCCCCCNc2ncccn2)CC(=O)O)cn1. As a reaction SMILES: [CH2:1]([CH3:2])[O:3][C:4]([CH2:5][CH:6]([CH2:7][CH2:8][CH2:9][CH2:10][CH2:11][CH2:12][CH2:13][NH:14][c:15]1[n:16][cH:17][cH:18][cH:19][n:20]1)[c:21]1[cH:22][n:23][c:24]([CH3:27])[n:25][cH:26]1)=[O:28].[CH2:32]1[O:33][CH2:34][CH2:35][O:36][CH2:37]1.[ClH:31].[Na+:30].[OH-:29]>>[O:3]=[C:4]([CH2:5][CH:6]([CH2:7][CH2:8][CH2:9][CH2:10][CH2:11][CH2:12][CH2:13][NH:14][c:15]1[n:16][cH:17][cH:18][cH:19][n:20]1)[c:21]1[cH:22][n:23][c:24]([CH3:27])[n:25][cH:26]1)[OH:28]. Reactants: CN1CCCC1=O, Clc1ccncc1, Cl, CCOC(=O)c1[nH]c2ccccc2c1N. Yields the product CCOC(=O)c1[nH]c2ccccc2c1Nc1ccncc1. RXN SMILES: [CH3:24][N:25]1[CH2:26][CH2:27][CH2:28][C:29]1=[O:30].[Cl:17][c:18]1[cH:19][cH:20][n:21][cH:22][cH:23]1.[ClH:16].[NH2:1][c:2]1[c:3]([C:11](=[O:12])[O:13][CH2:14][CH3:15])[nH:4][c:5]2[cH:6][cH:7][cH:8][cH:9][c:10]12>>[NH:1]([c:2]1[c:3]([C:11](=[O:12])[O:13][CH2:14][CH3:15])[nH:4][c:5]2[cH:6][cH:7][cH:8][cH:9][c:10]12)[c:18]1[cH:19][cH:20][n:21][cH:22][cH:23]1.